Dataset: the Open Reaction Database (ORD), a public repository of structured organic reaction records. Task: describe an organic reaction: reactants, conditions, products, and yield The reactants are [BH4-], CC(=O)O, COc1cc2c(cc1OC)CC(=O)NCC2, [Na+], C1COCCO1. The product is COc1cc2c(cc1OC)CCNCC2. As a reaction SMILES: [BH4-:21].[CH3:1][C:2](=[O:3])[OH:4].[CH3:5][O:6][c:7]1[cH:8][c:9]2[c:10]([cH:17][c:18]1[O:19][CH3:20])[CH2:11][C:12](=[O:16])[NH:13][CH2:14][CH2:15]2.[Na+:22].[O:23]1[CH2:24][CH2:25][O:26][CH2:27][CH2:28]1>>[CH3:5][O:6][c:7]1[cH:8][c:9]2[c:10]([cH:17][c:18]1[O:19][CH3:20])[CH2:11][CH2:12][NH:13][CH2:14][CH2:15]2.